Dataset: the Open Reaction Database (ORD), a public repository of structured organic reaction records. Task: describe an organic reaction: reactants, conditions, products, and yield The reactants are NC=1C=CC(=C(C1)[C@]1(N=C(OC[C@H]1F)N)C)F ((4R,5S)-4-(5-amino-2-fluoro-phenyl)-5-fluoro-4-methyl-5,6-dihydro-4H-[1,3]oxazin-2-ylamine), ClC=1C=CC(=NC1)C(=O)O (5-chloro-pyridine-2-carboxylic acid). The product is NC=1OC[C@H]([C@@](N1)(C)C=1C=C(C=CC1F)NC(=O)C1=NC=C(C=C1)Cl)F (5-Chloro-pyridine-2-carboxylic acid [3-((4R,5S)-2-amino-5-fluoro-4-methyl-5,6-dihydro-4H-[1,3]oxazin-4-yl)-4-fluoro-phenyl]-amide). RXN SMILES: [NH2:1][C:2]1[CH:3]=[CH:4][C:5]([F:17])=[C:6]([C@:8]2([CH3:16])[C@H:13]([F:14])[CH2:12][O:11][C:10]([NH2:15])=[N:9]2)[CH:7]=1.[Cl:18][C:19]1[CH:20]=[CH:21][C:22]([C:25](O)=[O:26])=[N:23][CH:24]=1>>[NH2:15][C:10]1[O:11][CH2:12][C@@H:13]([F:14])[C@:8]([C:6]2[CH:7]=[C:2]([NH:1][C:25]([C:22]3[CH:21]=[CH:20][C:19]([Cl:18])=[CH:24][N:23]=3)=[O:26])[CH:3]=[CH:4][C:5]=2[F:17])([CH3:16])[N:9]=1. Procedure: The condensation of (4R,5S)-4-(5-amino-2-fluoro-phenyl)-5-fluoro-4-methyl-5,6-dihydro-4H-[1,3]oxazin-2-ylamine (intermediate A8.1) and 5-chloro-pyridine-2-carboxylic acid following procedure I yielded the title compound as a white solid. MS (ISP): m/z=381.1 [M+H]+. Reactants: CC#N, CC(C)C(OC(=O)ON1C(=O)CCC1=O)OC(=O)c1ccccc1, CNCC(=O)O, O. Product: CC(C)C(OC(=O)c1ccccc1)OC(=O)N(C)CC(=O)O. Reaction SMILES: [C:32](#[N:33])[CH3:34].[C:7]([c:8]1[cH:9][cH:10][cH:11][cH:12][cH:13]1)(=[O:14])[O:15][CH:16]([CH:17]([CH3:18])[CH3:19])[O:20][C:21](=[O:22])[O:23][N:24]1[C:25](=[O:26])[CH2:27][CH2:28][C:29]1=[O:30].[CH3:1][NH:2][CH2:3][C:4]([OH:5])=[O:6].[OH2:31]>>[CH3:1][N:2]([CH2:3][C:4]([OH:5])=[O:6])[C:21]([O:20][CH:16]([O:15][C:7]([c:8]1[cH:9][cH:10][cH:11][cH:12][cH:13]1)=[O:14])[CH:17]([CH3:18])[CH3:19])=[O:22]. Starting materials: C(C(C)C)C1=C(C=C(C=C1)O)O (4-Isobutyl-benzene-1,3-diol), CC(=O)[O-].[Na+] (NaOAc), B(F)(F)F.CCOCC (BF3.OEt2), C(C)(=O)O (acetic acid). Conditions: temperature 90 celsius, time 4 hour. The product is OC1=C(C=C(C(=C1)O)CC(C)C)C(C)=O (1-(2,4-dihydroxy-5-isobutyl-phenyl)-ethanone). RXN SMILES: [CH2:1]([C:5]1[CH:10]=[CH:9][C:8]([OH:11])=[CH:7][C:6]=1[OH:12])[CH:2]([CH3:4])[CH3:3].B(F)(F)F.[CH3:17][CH2:18][O:19]CC.C(O)(=O)C.CC([O-])=O.[Na+]>>[OH:11][C:8]1[CH:7]=[C:6]([OH:12])[C:5]([CH2:1][CH:2]([CH3:4])[CH3:3])=[CH:10][C:9]=1[C:18](=[O:19])[CH3:17] |f:1.2,4.5|. Procedure: 4-Isobutyl-benzene-1,3-diol (1 eq) was taken up in BF3.OEt2 (6 eq) and acetic acid (2 eq) was added. The solution was heated for 16 hours at 90° C. than allowed to cool to room temperature. The solution was added drop wise to 10% NaOAc (aq) and allowed to stand for 4 hours, before being extracted twice with diethyl ether. The organic phases were combined and washed with sat. NaHCO3 (aq), then dried over magnesium sulfate, filtered and concentrated in vacuo to give 1-(2,4-dihydroxy-5-isobutyl-phe... As a reaction SMILES: [CH3:1][O-:2].[Na+].[CH2:4]([N:11]1[C:20]([C:21]([OH:23])=[O:22])=[C:19]([C:24]2[CH:29]=[CH:28][CH:27]=[CH:26][CH:25]=2)[C:18]2[C:13](=[CH:14][CH:15]=[C:16](F)[CH:17]=2)[C:12]1=[O:31])[C:5]1[CH:10]=[CH:9][CH:8]=[CH:7][CH:6]=1.O.Cl>CO>[CH2:4]([N:11]1[C:20]([C:21]([OH:23])=[O:22])=[C:19]([C:24]2[CH:29]=[CH:28][CH:27]=[CH:26][CH:25]=2)[C:18]2[C:13](=[CH:14][CH:15]=[C:16]([O:2][CH3:1])[CH:17]=2)[C:12]1=[O:31])[C:5]1[CH:10]=[CH:9][CH:8]=[CH:7][CH:6]=1 |f:0.1|. Run in CO (methanol). Procedure details: To a solution of sodium methoxide in methanol (28%, 4 ml) was added 2-benzyl-6-fluoro-1-oxo-4-phenyl-1,2-dihydroisoquinoline-3-carboxylic acid (350 mg), and the mixture was heated under reflux for 6 hrs. To the reaction mixture were added water and 10% hydrochloric acid to acidify the aqueous layer of the mixture and the mixture was extracted with ethyl acetate. The organic layer was washed with water and saturated brine and dried over anhydrous sodium sulfate. The solvent was evaporated under r... The product is C(C1=CC=CC=C1)N1C(C2=CC=C(C=C2C(=C1C(=O)O)C1=CC=CC=C1)OC)=O (2-benzyl-6-methoxy-1-oxo-4-phenyl-1,2-dihydroisoquinoline-3-carboxylic acid). Reactants: C[O-].[Na+] (sodium methoxide), C(C1=CC=CC=C1)N1C(C2=CC=C(C=C2C(=C1C(=O)O)C1=CC=CC=C1)F)=O (2-benzyl-6-fluoro-1-oxo-4-phenyl-1,2-dihydroisoquinoline-3-carboxylic acid), O (water), Cl (hydrochloric acid). The reactants are CC(=C)CC(C)(C)C (diisobutylene), [PH2](=O)O (hypophosphorous acid), C(C)(C)(C)OOC(C1=CC=CC=C1)=O (t-butylperbenzoate). The product is CC(CP(O)=O)CC(C)(C)C ((2,4,4-trimethyl-pentyl)-phosphinic acid). Reaction SMILES: [CH3:1][C:2]([CH2:4][C:5]([CH3:8])([CH3:7])[CH3:6])=[CH2:3].C(OOC(=O)C1C=CC=CC=1)(C)(C)C.[PH2:23]([OH:25])=[O:24]>>[CH3:3][CH:2]([CH2:4][C:5]([CH3:8])([CH3:7])[CH3:6])[CH2:1][PH:23](=[O:24])[OH:25]. Reported procedure: A mixture of diisobutylene (112 g, 1 mol) and hypophosphorous acid (30%, 230 mL) are reacted in the presence of t-butylperbenzoate. After aqueous work up, 45 g of oily product are obtained. It is characterized by 1H NMR and 31P NMR which shows formation of product (64% pure). The reactants are CC=1C=C(C=C(C1CC1=CC(=C(C=C1)OCOC)C(C)C)C)O (3,5-dimethyl-4-(4′-methoxymethoxy-3′-iso-propylbenzyl)phenol), [I-].[K+] (potassium iodide), II (iodine). The solvent is C(C)O (C2H5OH), CN (methylamine), O (H2O). Run at temperature 0 celsius, time 1 hour. Yields the product CC=1C(=C(C=C(C1CC1=CC(=C(C=C1)OCOC)C(C)C)C)O)I (3,5-dimethyl-2-iodo-4-(4′-methoxymethoxy-3′-iso-propylbenzyl)phenol). RXN SMILES: [CH3:1][C:2]1[CH:3]=[C:4]([OH:23])[CH:5]=[C:6]([CH3:22])[C:7]=1[CH2:8][C:9]1[CH:14]=[CH:13][C:12]([O:15][CH2:16][O:17][CH3:18])=[C:11]([CH:19]([CH3:21])[CH3:20])[CH:10]=1.[I-:24].[K+].II>C(O)C.CN.O>[CH3:1][C:2]1[C:3]([I:24])=[C:4]([OH:23])[CH:5]=[C:6]([CH3:22])[C:7]=1[CH2:8][C:9]1[CH:14]=[CH:13][C:12]([O:15][CH2:16][O:17][CH3:18])=[C:11]([CH:19]([CH3:20])[CH3:21])[CH:10]=1 |f:1.2|. Reported procedure: To a mixture of 3,5-dimethyl-4-(4′-methoxymethoxy-3′-iso-propylbenzyl)phenol (1.0 g, 3.18 mmol, G. Chiellini et al. Bioorg. Med. Chem. Lett. 2000, 10, 2607) in C2H5OH (30.0 mL) and 40% aqueous methylamine (6.20 mL) at 0° C. was added a solution of potassium iodide (2.5 g, 15.0 mmol) and iodine (0.98 g, 3.82 mmol) in H2O (6.20 mL). The reaction mixture was stirred at 0° C. for 1 h, quenched with water and extracted with ethyl acetate (2×30 mL). The organic layers were dried over MgSO4, filtered a...